Dataset: the Open Reaction Database (ORD), a public repository of structured organic reaction records. Task: describe an organic reaction: reactants, conditions, products, and yield Starting materials: CC(=O)Nc1ncc(Sc2nccc(O)n2)s1, CCO, C1CCOC1. Product: Nc1ncc(Sc2nccc(O)n2)s1. RXN SMILES: [C:1](=[O:2])([CH3:3])[NH:4][c:5]1[s:6][c:7]([S:10][c:11]2[n:12][cH:13][cH:14][c:15]([OH:17])[n:16]2)[cH:8][n:9]1.[CH3:23][CH2:24][OH:25].[O:18]1[CH2:19][CH2:20][CH2:21][CH2:22]1>>[NH2:4][c:5]1[s:6][c:7]([S:10][c:11]2[n:12][cH:13][cH:14][c:15]([OH:17])[n:16]2)[cH:8][n:9]1.